Dataset: the Open Reaction Database (ORD), a public repository of structured organic reaction records. Task: describe an organic reaction: reactants, conditions, products, and yield RXN SMILES: [C:1]([C:5]1[CH:9]=[C:8]([NH:10][C:11]([NH:13][C@@H:14]2[C:23]3[C:18](=[CH:19][CH:20]=[CH:21][CH:22]=3)[C@H:17]([O:24][C:25]3[CH:26]=[CH:27][C:28]4[N:29]([C:31]([N:34]5[CH2:39][CH2:38][CH2:37][CH2:36][C@@H:35]5[CH3:40])=[N:32][N:33]=4)[CH:30]=3)[CH2:16][CH2:15]2)=[O:12])[N:7]([C:41]2[CH:42]=[C:43]([CH2:47][CH2:48][O:49]S(C)(=O)=O)[CH:44]=[CH:45][CH:46]=2)[N:6]=1)([CH3:4])([CH3:3])[CH3:2].[NH:54]1[CH2:58][CH2:57][CH2:56][CH2:55]1.C1C[O:62]CC1>>[CH:48]([OH:49])=[O:62].[C:1]([C:5]1[CH:9]=[C:8]([NH:10][C:11]([NH:13][C@@H:14]2[C:23]3[C:18](=[CH:19][CH:20]=[CH:21][CH:22]=3)[C@H:17]([O:24][C:25]3[CH:26]=[CH:27][C:28]4[N:29]([C:31]([N:34]5[CH2:39][CH2:38][CH2:37][CH2:36][C@@H:35]5[CH3:40])=[N:32][N:33]=4)[CH:30]=3)[CH2:16][CH2:15]2)=[O:12])[N:7]([C:41]2[CH:46]=[CH:45][CH:44]=[C:43]([CH2:47][CH2:48][N:54]3[CH2:58][CH2:57][CH2:56][CH2:55]3)[CH:42]=2)[N:6]=1)([CH3:4])([CH3:2])[CH3:3] |f:3.4|. Yield: 35.0%. Product: C(=O)O.C(C)(C)(C)C=1C=C(N(N1)C1=CC(=CC=C1)CCN1CCCC1)NC(=O)N[C@H]1CC[C@H](C2=CC=CC=C12)OC=1C=CC=2N(C1)C(=NN2)N2[C@H](CCCC2)C (1-{5-tert-Butyl-2-[3-(2-pyrrolidin-1-yl-ethyl)-phenyl]-2H-pyrazol-3-yl}-3-{(1S,4R)-4-[3-((S)-2-methyl-piperidin-1-yl)-[1,2,4]triazolo[4,3-a]pyridin-6-yloxy]-1,2,3,4-tetrahydro-naphthalen-1-yl}-urea formate salt), solid. Reactants: C(C)(C)(C)C1=NN(C(=C1)NC(=O)N[C@H]1CC[C@H](C2=CC=CC=C12)OC=1C=CC=2N(C1)C(=NN2)N2[C@H](CCCC2)C)C=2C=C(C=CC2)CCOS(=O)(=O)C (Methanesulfonic acid 2-{3-[3-tert-butyl-5-(3-{(1S,4R)-4-[3-((S)-2-methyl-piperidin-1-yl)-[1,2,4]triazolo[4,3-a]pyridin-6-yloxy]-1,2,3,4-tetrahydro-naphthalen-1-yl}-ureido)-pyrazol-1-yl]-phenyl}-ethyl ester), N1CCCC1 (pyrrolidine), C1CCOC1 (THF). Procedure details: A solution of Intermediate 131d (44.5 mg, 0.06 mmol) and pyrrolidine (24.8 μL, 0.30 mmol) in THF (1 mL) was stirred at 60° C. for 20 h in a sealed tube. The mixture was concentrated in vacuo and the residue purified by MDAP (Method 7). The title product was isolated as an off-white solid (15 mg, 35%). LCMS (Method 5): Rt 3.70 min, ink 716.6 [MH+]. 1H NMR (400 MHz, d6-DMSO): 0.91 (3H, d, J=6.6 Hz), 1.28 (9H, s), 1.50 (2H, m), 1.61-1.72 (6H, m), 1.76-2.18 (6H, overlapped m), 2.53 (m, obscured by s... The reactants are FC(F)(F)c1ccc(-c2cc(C(F)(F)F)cc(-c3cccc(Br)c3)n2)cc1, OB(O)c1cccnc1. The product is FC(F)(F)c1ccc(-c2cc(C(F)(F)F)cc(-c3cccc(-c4cccnc4)c3)n2)cc1. RXN SMILES: [Br:1][c:2]1[cH:3][c:4](-[c:8]2[n:9][c:10](-[c:18]3[cH:19][cH:20][c:21]([C:24]([F:25])([F:26])[F:27])[cH:22][cH:23]3)[cH:11][c:12]([C:14]([F:15])([F:16])[F:17])[cH:13]2)[cH:5][cH:6][cH:7]1.[n:28]1[cH:29][c:30]([B:34]([OH:35])[OH:36])[cH:31][cH:32][cH:33]1>>[c:2]1(-[c:30]2[cH:29][n:28][cH:33][cH:32][cH:31]2)[cH:3][c:4](-[c:8]2[n:9][c:10](-[c:18]3[cH:19][cH:20][c:21]([C:24]([F:25])([F:26])[F:27])[cH:22][cH:23]3)[cH:11][c:12]([C:14]([F:15])([F:16])[F:17])[cH:13]2)[cH:5][cH:6][cH:7]1. Starting materials: O=C1C=C(CC(C)(C)C1)C (isophorone), C[N+]1=CN(C(=C1)C(=O)[O-])C (1,3-dimethylimidazolium-4-carboxylate), O=C1C=C(CC(C)(C)C1)C (isophorone), C#N (hydrogen cyanide). Run at temperature 150 celsius, time 60 minute. Product: CC1(CC(=O)CC(C1)(C)C#N)C (Isophorone Nitrile). Reaction SMILES: [O:1]=[C:2]1[CH2:9][C:6]([CH3:8])([CH3:7])[CH2:5]C(C)=[CH:3]1.C[N+:12]1[CH:16]=[C:15]([C:17]([O-])=O)N(C)C=1.C#N>>[CH3:5][C:6]1([CH3:8])[CH2:7][C:15]([C:16]#[N:12])([CH3:17])[CH2:3][C:2](=[O:1])[CH2:9]1. Procedure: 622 g (4.5 mol) of isophorone and 1.8 g (12.9 mmol) of 1,3-dimethylimidazolium-4-carboxylate were placed in a reaction vessel and a mixture of 207.3 g (1.5 mol) of isophorone and 81.0 g (3 mol) of hydrogen cyanide was added at 150° C. over a period of about 60 minutes. The mixture was subsequently stirred further for about 60 minutes at 150° C. After cooling, the HCN concentration was determined by titration. No free hydrocyanic acid could be detected (HCN conversion>99.9%). After addition of 2....